From a dataset of the Open Reaction Database (ORD), a public repository of structured organic reaction records. describe an organic reaction: reactants, conditions, products, and yield The reactants are [N+](=O)(O)[O-] (nitric acid), C(CC)(=O)NC1=CC=NN1C1=NC=C(C=C1Cl)Cl (5-propionamido-1-(3,5-dichloro-pyrid-2-yl)-pyrazole), C(C)(=O)OC(C)=O (acetic anhydride). Run in C(C)(=O)O (acetic acid). Reaction conditions: time 6 hour. The product is C(CC)(=O)NC1=C(C=NN1C1=NC=C(C=C1Cl)Cl)[N+](=O)[O-] (5-propionamido-1-(3,5-dichloropyrid-2-yl)-4-nitro-pyrazole). Yield: 89.0%. Reaction SMILES: [N+:1]([O-:4])(O)=[O:2].[C:5]([NH:9][C:10]1[N:14]([C:15]2[C:20]([Cl:21])=[CH:19][C:18]([Cl:22])=[CH:17][N:16]=2)[N:13]=[CH:12][CH:11]=1)(=[O:8])[CH2:6][CH3:7].C(OC(=O)C)(=O)C>C(O)(=O)C>[C:5]([NH:9][C:10]1[N:14]([C:15]2[C:20]([Cl:21])=[CH:19][C:18]([Cl:22])=[CH:17][N:16]=2)[N:13]=[CH:12][C:11]=1[N+:1]([O-:4])=[O:2])(=[O:8])[CH2:6][CH3:7]. Reported procedure: 1.5 ml (0.033 mole) of 98% strength nitric acid are added to 9.0 g (0.032 mole) of 5-propionamido-1-(3,5-dichloro-pyrid-2-yl)-pyrazole and 3.2 ml (0.035 mole) of acetic anhydride in 35 ml of glacial acetic acid at 10° C. and the mixture is stirred at room temperature for 6 hours. For working up, the mixture is concentrated in vacuo, the residue is taken up in 100 ml of methylene chloride and the mixture is neutralized with sodium bicarbonate solution, washed with sodium chloride solution, dried ... Starting materials: C1CCOC1, [Li]CCCC, CCCCCC, COC(=O)c1ccc(C)cc1, COP(C)(=O)OC, CC(=O)O, O. Product: COP(=O)(CC(=O)c1ccc(C)cc1)OC. RXN SMILES: [CH2:30]1[O:31][CH2:32][CH2:33][CH2:34]1.[CH2:8]([Li:9])[CH2:10][CH2:11][CH3:12].[CH3:13][CH2:14][CH2:15][CH2:16][CH2:17][CH3:18].[CH3:19][c:20]1[cH:21][cH:22][c:23]([C:26](=[O:27])[O:28][CH3:29])[cH:24][cH:25]1.[CH3:1][P:2]([O:3][CH3:4])([O:5][CH3:6])=[O:7].[CH3:35][C:36](=[O:37])[OH:38].[OH2:39]>>[CH2:1]([P:2]([O:3][CH3:4])([O:5][CH3:6])=[O:7])[C:26]([c:23]1[cH:22][cH:21][c:20]([CH3:19])[cH:25][cH:24]1)=[O:27]. The reactants are NC=1N=CN(C1C(=O)N)CC1=CC=C(C=C1)C(C)(C)C (4-amino-1-(4-t-butylbenzyl)-5-imidazolecarboxamide), FC1=C(C(=O)Cl)C=CC=C1 (2-fluorobenzoyl chloride). RXN SMILES: [NH2:1][C:2]1[N:3]=[CH:4][N:5]([CH2:10][C:11]2[CH:16]=[CH:15][C:14]([C:17]([CH3:20])([CH3:19])[CH3:18])=[CH:13][CH:12]=2)[C:6]=1[C:7]([NH2:9])=[O:8].[F:21][C:22]1[CH:30]=[CH:29][CH:28]=[CH:27][C:23]=1[C:24](Cl)=[O:25]>>[C:17]([C:14]1[CH:15]=[CH:16][C:11]([CH2:10][N:5]2[C:6]([C:7]([NH2:9])=[O:8])=[C:2]([NH:1][C:24](=[O:25])[C:23]3[CH:27]=[CH:28][CH:29]=[CH:30][C:22]=3[F:21])[N:3]=[CH:4]2)=[CH:12][CH:13]=1)([CH3:20])([CH3:19])[CH3:18]. Procedure details: An amidation reaction and post-treatment were carried out under the same conditions as in Example 1, using 1.91 g (7.01 mmol) of 4-amino-1-(4-t-butylbenzyl)-5-imidazolecarboxamide which was prepared in the same manner as in Example 57 and 2-fluorobenzoyl chloride instead of benzoyl chloride to obtain 2.47 g of 1-(4-t-butylbenzyl)-4-(2-fluorobenzoylamino)-5-imidazolecarboxamide (yield 89%). The product is C(C)(C)(C)C1=CC=C(CN2C=NC(=C2C(=O)N)NC(C2=C(C=CC=C2)F)=O)C=C1 (1-(4-t-butylbenzyl)-4-(2-fluorobenzoylamino)-5-imidazolecarboxamide). Yield: 89.0%.